Dataset: the Open Reaction Database (ORD), a public repository of structured organic reaction records. Task: describe an organic reaction: reactants, conditions, products, and yield The reactants are C(#N)C1=CC2=C(N(C([C@H]([C@@H](N2)C)NC(OC(C)(C)C)=O)=O)CC2=C(C=NC3=CC=CC=C23)C2CC2)C=C1 (tert-butyl(3S,4S)-7-cyano-1-((3-cyclopropylquinolin-4-yl)methyl)-4-methyl-2-oxo-2,3,4,5-tetrahydro-1H-benzo[b][1,4]diazepin-3-ylcarbamate), O1CCC(CC1)C(=O)Cl (tetrahydro-2H-pyran-4-carbonyl chloride). The solvent is CCOC(=O)C (EtOAc), N1=CC=CC=C1 (pyridine). Reaction conditions: temperature 80 celsius, time 2 hour. Yields the product C(#N)C1=CC2=C(N(C([C@H]([C@@H](N2C(=O)C2CCOCC2)C)NC(OC(C)(C)C)=O)=O)CC2=C(C=NC3=CC=CC=C23)C2CC2)C=C1 (tert-butyl(3S,4S)-7-cyano-1-((3-cyclopropylquinolin-4-yl)methyl)-4-methyl-2-oxo-5-(tetrahydro-2H-pyran-4-carbonyl)-2,3,4,5-tetrahydro-1H-benzo[b][1,4]diazepin-3-ylcarbamate). The yield is 60.5%. Reaction SMILES: [C:1]([C:3]1[CH:37]=[CH:36][C:6]2[N:7]([CH2:22][C:23]3[C:32]4[C:27](=[CH:28][CH:29]=[CH:30][CH:31]=4)[N:26]=[CH:25][C:24]=3[CH:33]3[CH2:35][CH2:34]3)[C:8](=[O:21])[C@@H:9]([NH:13][C:14](=[O:20])[O:15][C:16]([CH3:19])([CH3:18])[CH3:17])[C@H:10]([CH3:12])[NH:11][C:5]=2[CH:4]=1)#[N:2].[O:38]1[CH2:43][CH2:42][CH:41]([C:44](Cl)=[O:45])[CH2:40][CH2:39]1>N1C=CC=CC=1.CCOC(C)=O>[C:1]([C:3]1[CH:37]=[CH:36][C:6]2[N:7]([CH2:22][C:23]3[C:32]4[C:27](=[CH:28][CH:29]=[CH:30][CH:31]=4)[N:26]=[CH:25][C:24]=3[CH:33]3[CH2:34][CH2:35]3)[C:8](=[O:21])[C@@H:9]([NH:13][C:14](=[O:20])[O:15][C:16]([CH3:19])([CH3:18])[CH3:17])[C@H:10]([CH3:12])[N:11]([C:44]([CH:41]3[CH2:42][CH2:43][O:38][CH2:39][CH2:40]3)=[O:45])[C:5]=2[CH:4]=1)#[N:2]. Procedure details: To a rt solution of tert-butyl(3S,4S)-7-cyano-1-((3-cyclopropylquinolin-4-yl)methyl)-4-methyl-2-oxo-2,3,4,5-tetrahydro-1H-benzo[b][1,4]diazepin-3-ylcarbamate (93 mg, 187 μmol) in pyridine (374 μl) was added tetrahydro-2H-pyran-4-carbonyl chloride (139 mg, 935 μmol) dropwise. The reaction was stirred at 80° C. for 2 h, then cooled to rt, diluted with EtOAc, washed with H2O, sat. aq. NaHCO3, and sat. aq. NaCl, dried over Na2SO4, filtered, and concentrated. The crude material was purified by flash ... The reactants are Cl.Cl.C(=O)(O)COC1=CC=C(C=C1)N1CCN(CC1)CCC1CCNCC1 (1-(4-carboxymethyloxyphenyl)-4-[2-(piperidin-4-yl)ethyl]piperazine dihydrochloride), C1(CCCC1)O (cyclopentanol). Yields the product Cl.Cl.C1(CCCC1)OC(=O)COC1=CC=C(C=C1)N1CCN(CC1)CCC1CCNCC1 (1-(4-Cyclopentyloxycarbonylmethyloxyphenyl)-4-[2-(piperidin-4-yl)ethyl]piperazine dihydrochloride). Reaction SMILES: [ClH:1].Cl.[C:3]([CH2:6][O:7][C:8]1[CH:13]=[CH:12][C:11]([N:14]2[CH2:19][CH2:18][N:17]([CH2:20][CH2:21][CH:22]3[CH2:27][CH2:26][NH:25][CH2:24][CH2:23]3)[CH2:16][CH2:15]2)=[CH:10][CH:9]=1)([OH:5])=[O:4].[CH:28]1(O)[CH2:32][CH2:31][CH2:30][CH2:29]1>>[ClH:1].[ClH:1].[CH:28]1([O:4][C:3]([CH2:6][O:7][C:8]2[CH:13]=[CH:12][C:11]([N:14]3[CH2:19][CH2:18][N:17]([CH2:20][CH2:21][CH:22]4[CH2:23][CH2:24][NH:25][CH2:26][CH2:27]4)[CH2:16][CH2:15]3)=[CH:10][CH:9]=2)=[O:5])[CH2:32][CH2:31][CH2:30][CH2:29]1 |f:0.1.2,4.5.6|. Procedure details: Prepared from 1-(4-carboxymethyloxyphenyl)-4-[2-(piperidin-4-yl)ethyl]piperazine dihydrochloride and cyclopentanol. Starting materials: BrC=1C=C(C=C(C1O)Br)C1=CC=C(C=C1)C=1N=C(OC1C)C1=CC=C(C=C1)C(F)(F)F (3,5-dibromo-4′-[5-methyl-2-(4-trifluoromethyl-phenyl)-oxazol-4-yl]-biphenyl-4-ol), BrCC(=O)OC (methyl bromoacetate). Product: BrC=1C=C(C=C(C1OCC(=O)O)Br)C1=CC=C(C=C1)C=1N=C(OC1C)C1=CC=C(C=C1)C(F)(F)F ({3,5-Dibromo-4′-[5-methyl-2-(4-trifluoromethyl-phenyl)-oxazol-4-yl]-biphenyl-4-yloxy}-acetic Acid). RXN SMILES: [Br:1][C:2]1[CH:3]=[C:4]([C:10]2[CH:15]=[CH:14][C:13]([C:16]3[N:17]=[C:18]([C:22]4[CH:27]=[CH:26][C:25]([C:28]([F:31])([F:30])[F:29])=[CH:24][CH:23]=4)[O:19][C:20]=3[CH3:21])=[CH:12][CH:11]=2)[CH:5]=[C:6]([Br:9])[C:7]=1[OH:8].Br[CH2:33][C:34]([O:36]C)=[O:35]>>[Br:1][C:2]1[CH:3]=[C:4]([C:10]2[CH:11]=[CH:12][C:13]([C:16]3[N:17]=[C:18]([C:22]4[CH:27]=[CH:26][C:25]([C:28]([F:29])([F:31])[F:30])=[CH:24][CH:23]=4)[O:19][C:20]=3[CH3:21])=[CH:14][CH:15]=2)[CH:5]=[C:6]([Br:9])[C:7]=1[O:8][CH2:33][C:34]([OH:36])=[O:35]. Reported procedure: The title compound was prepared from 3,5-dibromo-4′-[5-methyl-2-(4-trifluoromethyl-phenyl)-oxazol-4-yl]-biphenyl-4-ol, and methyl bromoacetate in substantially the same manner, as described in Example 5, and was obtained as an off-white solid, mp 165-166° C.; MS m/e 609 (M+); The reactants are Cc1cc(O)ccc1Br, O=C([O-])[O-], CI, CC(C)=O, [K+], [K+]. Yields the product COc1ccc(Br)c(C)c1. RXN SMILES: [Br:1][c:2]1[c:3]([CH3:9])[cH:4][c:5]([OH:8])[cH:6][cH:7]1.[C:10](=[O:11])([O-:12])[O-:13].[CH3:16][I:17].[CH3:18][C:19](=[O:20])[CH3:21].[K+:14].[K+:15]>>[Br:1][c:2]1[c:3]([CH3:9])[cH:4][c:5]([O:8][CH3:10])[cH:6][cH:7]1. Reactants: Cn1nc(-c2cccc(-n3ncc4cc(C(C)(C)C)cc(F)c4c3=O)c2CO)cc(Nc2ccc(C3CCN(C(=O)OC(C)(C)C)CC3)cn2)c1=O, ClCCl. The product is Cn1nc(-c2cccc(-n3ncc4cc(C(C)(C)C)cc(F)c4c3=O)c2CO)cc(Nc2ccc(C3CCNCC3)cn2)c1=O. Reaction SMILES: [C:1]([CH3:2])([CH3:3])([CH3:4])[c:5]1[cH:6][c:7]2[cH:8][n:9][n:10](-[c:17]3[c:18]([CH2:51][OH:52])[c:19](-[c:23]4[cH:24][c:25]([NH:31][c:32]5[cH:33][cH:34][c:35]([CH:38]6[CH2:39][CH2:40][N:41]([C:44]([O:45][C:46]([CH3:47])([CH3:48])[CH3:49])=[O:50])[CH2:42][CH2:43]6)[cH:36][n:37]5)[c:26](=[O:30])[n:27]([CH3:29])[n:28]4)[cH:20][cH:21][cH:22]3)[c:11](=[O:16])[c:12]2[c:13]([F:15])[cH:14]1.[Cl:53][CH2:54][Cl:55]>>[C:1]([CH3:2])([CH3:3])([CH3:4])[c:5]1[cH:6][c:7]2[cH:8][n:9][n:10](-[c:17]3[c:18]([CH2:51][OH:52])[c:19](-[c:23]4[cH:24][c:25]([NH:31][c:32]5[cH:33][cH:34][c:35]([CH:38]6[CH2:39][CH2:40][NH:41][CH2:42][CH2:43]6)[cH:36][n:37]5)[c:26](=[O:30])[n:27]([CH3:29])[n:28]4)[cH:20][cH:21][cH:22]3)[c:11](=[O:16])[c:12]2[c:13]([F:15])[cH:14]1. Starting materials: C1(=CC=CC=C1)C(OC1CCN(CC1)CCNC=1C=CC=2N(N1)C=C(N2)C(C(=O)OC(C)C)(C)C)C2=CC=CC=C2 (isopropyl 2-[6-[2-[4-(diphenylmethoxy) piperidino]ethylamino]imidazo[1,2-b]pyridazin-2-yl]-2-methylpropionate), [OH-].[Na+] (sodium hydroxide). The solvent is C(C)O (ethanol). Yields the product C1(=CC=CC=C1)C(OC1CCN(CC1)CCNC=1C=CC=2N(N1)C=C(N2)C(C(=O)O)(C)C)C2=CC=CC=C2 (2-[6-[2-[4-(diphenylmethoxy)piperidino] ethylamino]imidazo[1,2-b]pyridazin-2-yl]-2-methylpropionic acid). Isolated yield 84.8%. As a reaction SMILES: [C:1]1([CH:7]([C:36]2[CH:41]=[CH:40][CH:39]=[CH:38][CH:37]=2)[O:8][CH:9]2[CH2:14][CH2:13][N:12]([CH2:15][CH2:16][NH:17][C:18]3[CH:19]=[CH:20][C:21]4[N:22]([CH:24]=[C:25]([C:27]([CH3:35])([CH3:34])[C:28]([O:30]C(C)C)=[O:29])[N:26]=4)[N:23]=3)[CH2:11][CH2:10]2)[CH:6]=[CH:5][CH:4]=[CH:3][CH:2]=1.[OH-].[Na+]>C(O)C>[C:36]1([CH:7]([C:1]2[CH:6]=[CH:5][CH:4]=[CH:3][CH:2]=2)[O:8][CH:9]2[CH2:10][CH2:11][N:12]([CH2:15][CH2:16][NH:17][C:18]3[CH:19]=[CH:20][C:21]4[N:22]([CH:24]=[C:25]([C:27]([CH3:35])([CH3:34])[C:28]([OH:30])=[O:29])[N:26]=4)[N:23]=3)[CH2:13][CH2:14]2)[CH:41]=[CH:40][CH:39]=[CH:38][CH:37]=1 |f:1.2|. Procedure details: 565 mg of isopropyl 2-[6-[2-[4-(diphenylmethoxy) piperidino]ethylamino]imidazo[1,2-b]pyridazin-2-yl]-2-methylpropionate was dissolved in 4 ml of ethanol; 2.04 ml of a 1 N aqueous sodium hydroxide solution was added, followed by refluxing for 20 hours. After cooling, the mixture was concentrated under reduced pressure; the residue was diluted with water and ajusted to pH 5.5 by the addition of 1 N hydrochloric acid. Ethyl acetate was added; the crystal precipitated was collected by filtration, wa...